From a dataset of the Open Reaction Database (ORD), a public repository of structured organic reaction records. describe an organic reaction: reactants, conditions, products, and yield Starting materials: [OH-].[Na+] (sodium hydroxide), [OH-].[Na+] (sodium hydroxide), C(Cl)[C@@H]1CO1 ((S)-epichlorohydrin), BrC=1C=C(C=CC1)C(F)(F)F (3-Bromobenzotrifluoride), [Mg] (magnesium), II (iodine), S(=O)(=O)(O)O.NCC (2-aminoethane hydrogen sulfate). The reagents and catalysts are [Cu]I (Copper (I) iodide). Run in O (water), C1(=CC=CC=C1)C (toluene), C(C)OCC (diethyl ether), C(C)OCC (diethyl ether), C(C)OCC (diethyl ether), O (water), CO (methanol), CO (methanol). Conditions: time 1 hour. Product: FC(C=1C=C(C[C@H]2CNCCO2)C=CC1)(F)F ((S)-2-(3-Trifluoromethyl-benzyl)-morpholine). RXN SMILES: Br[C:2]1[CH:3]=[C:4]([C:8]([F:11])([F:10])[F:9])[CH:5]=[CH:6][CH:7]=1.[Mg].II.[CH2:15]([C@H:17]1O[CH2:18]1)Cl.[OH-:20].[Na+].S(O)(O)(=O)=O.[NH2:27][CH2:28][CH3:29]>C(OCC)C.O.[Cu]I.C1(C)C=CC=CC=1.CO>[F:9][C:8]([F:11])([F:10])[C:4]1[CH:3]=[C:2]([CH:7]=[CH:6][CH:5]=1)[CH2:15][C@@H:17]1[O:20][CH2:29][CH2:28][NH:27][CH2:18]1 |f:4.5,6.7|. Procedure details: 3-Bromobenzotrifluoride (1.46 g, 6.5 mmol) was added over 5-10 minutes as a solution in diethyl ether (5 mL) dropwise to magnesium turnings (0.145 g, 5.9 mmol) in diethyl ether (2 mL), under an atmosphere of nitrogen with iodine (1 crystal) to initial reaction. The dropping funnel was washed with diethyl ether (3 mL total). The reaction was allowed to reach reflux during the addition of the bromide and then allowed to cool to room temperature and stirred for a further 1 hr. Copper (I) iodide (10... Reactants: CS(=O)(=O)Cl, CCOC(=O)c1ccc(NC(=O)C(CO)NS(=O)(=O)c2ccc(Cl)cc2)cc1, c1ccncc1. The product is CCOC(=O)c1ccc(NC(=O)C(COS(C)(=O)=O)NS(=O)(=O)c2ccc(Cl)cc2)cc1. Reaction SMILES: [CH3:1][S:2]([Cl:3])(=[O:4])=[O:5].[Cl:6][c:7]1[cH:8][cH:9][c:10]([S:13](=[O:14])(=[O:15])[NH:16][CH:17]([C:18](=[O:19])[NH:20][c:21]2[cH:22][cH:23][c:24]([C:27](=[O:28])[O:29][CH2:30][CH3:31])[cH:25][cH:26]2)[CH2:32][OH:33])[cH:11][cH:12]1.[cH:34]1[cH:35][cH:36][n:37][cH:38][cH:39]1>>[CH3:1][S:2](=[O:4])(=[O:5])[O:33][CH2:32][CH:17]([NH:16][S:13]([c:10]1[cH:9][cH:8][c:7]([Cl:6])[cH:12][cH:11]1)(=[O:14])=[O:15])[C:18](=[O:19])[NH:20][c:21]1[cH:22][cH:23][c:24]([C:27](=[O:28])[O:29][CH2:30][CH3:31])[cH:25][cH:26]1. Starting materials: N(=O)OCCCC (butyl nitrite), C1(CCC2=CC=CC=C12)=O (1-Indanone), Cl (HCl), N(=O)OCCCC (Butyl nitrite), ice water. Solvent: COCCO (2-methoxyethanol). Reaction conditions: time 1 minute. Yields the product N(O)=C1C(C2=CC=CC=C2C1)=O (2-oximino-1-indanone). Yield: 134.5%. Reaction SMILES: [C:1]1(=[O:10])[C:9]2[C:4](=[CH:5][CH:6]=[CH:7][CH:8]=2)[CH2:3][CH2:2]1.Cl.[N:12](OCCCC)=[O:13]>COCCO>[N:12](=[C:2]1[CH2:3][C:4]2[C:9](=[CH:8][CH:7]=[CH:6][CH:5]=2)[C:1]1=[O:10])[OH:13]. Procedure: 1-Indanone (100 g, 0.757 mol) was dissolved in 2-methoxyethanol (600 mL) in a 2 L round bottom flask equipped with a overhead mechanical stirrer. The mixture was cooled over an ice bath, and concentrated aqueous HCl (200 mL) was added. Butyl nitrite (50 mL, 0.428 mol) was added, and after 1 minute when precipitate began to form, more butyl nitrite (50 mL, 0.428 mol) was added. The mixture was stirred for 15 min. more and then poured into ice water (8 L). The solid was filtered on a sintered funn... The reactants are CON(C(C1=CC=C(C=C1)OCC1=NC2=CC=CC=C2C=C1)=O)C (N-Methoxy-N-methyl-4-(quinolin-2-ylmethoxy)-benzamide), FC1=C(C(=O)O)C=CC(=C1F)OCC1=NC2=CC=CC=C2C=C1 (2,3-Difluoro-4-(quinolin-2-ylmethoxy)-benzoic acid). Yields the product FC1=C(C(=O)N(C)OC)C=CC(=C1F)OCC1=NC2=CC=CC=C2C=C1 (2,3-Difluoro-N-methoxy-N -methyl-4-(quinolin-2-ylmethoxy)-benzamide). Reaction SMILES: [CH3:1][O:2][N:3](C)[C:4](=O)C1C=CC(OCC2C=CC3C(=CC=CC=3)N=2)=CC=1.[F:25][C:26]1[C:34]([F:35])=[C:33]([O:36][CH2:37][C:38]2[CH:47]=[CH:46][C:45]3[C:40](=[CH:41][CH:42]=[CH:43][CH:44]=3)[N:39]=2)[CH:32]=[CH:31][C:27]=1[C:28]([OH:30])=O>>[F:25][C:26]1[C:34]([F:35])=[C:33]([O:36][CH2:37][C:38]2[CH:47]=[CH:46][C:45]3[C:40](=[CH:41][CH:42]=[CH:43][CH:44]=3)[N:39]=2)[CH:32]=[CH:31][C:27]=1[C:28]([N:3]([O:2][CH3:1])[CH3:4])=[O:30]. Reported procedure: Following the procedure for the preparation of N-Methoxy-N-methyl-4-(quinolin-2-ylmethoxy)-benzamide but substituting 2,3-Difluoro-4-(quinolin-2-ylmethoxy)-benzoic acid provided the title compound. MS: (M+H m/z=359.1). Reactants: CCOC(C)=O, NC(=O)c1nc(Cl)ccc1[N+](=O)[O-]. Yields the product NC(=O)c1nc(Cl)ccc1N. As a reaction SMILES: [CH3:14][CH2:15][O:16][C:17]([CH3:18])=[O:19].[Cl:1][c:2]1[cH:3][cH:4][c:5]([N+:11]([O-:12])=[O:13])[c:6]([C:8](=[O:9])[NH2:10])[n:7]1>>[Cl:1][c:2]1[cH:3][cH:4][c:5]([NH2:11])[c:6]([C:8](=[O:9])[NH2:10])[n:7]1. Reactants: CC(Br)CCC(=O)Cl, CC#N, CC1CCNCC1, O. Product: CC(Br)CCC(=O)N1CCC(C)CC1. As a reaction SMILES: [Br:8][CH:9]([CH2:10][CH2:11][C:12](=[O:13])[Cl:14])[CH3:15].[CH3:17][C:18]#[N:19].[CH3:1][CH:2]1[CH2:3][CH2:4][NH:5][CH2:6][CH2:7]1.[OH2:16]>>[CH3:1][CH:2]1[CH2:3][CH2:4][N:5]([C:12]([CH2:11][CH2:10][CH:9]([Br:8])[CH3:15])=[O:13])[CH2:6][CH2:7]1.